From a dataset of the Open Reaction Database (ORD), a public repository of structured organic reaction records. describe an organic reaction: reactants, conditions, products, and yield The reactants are C(C)C(C1=CC=C(C=C1)O)(C1=CC=C(C=C1)Cl)O (α-ethyl-α-(4-chlorophenyl)-4-hydroxy-benzylalcohol), C([O-])([O-])=O.[K+].[K+] (potassium carbonate), C(CC)N(CCC)CCCCl (dipropylaminopropyl chloride). Reagents/catalysts: S(=O)(=O)(O)[O-].C(CCC)[N+](CCCC)(CCCC)CCCC (tetrabutyl ammonium hydrogensulfate). The solvent is C(C)(=O)OCC (ethyl acetate). Yields the product C(C)C(C1=CC=C(C=C1)OCCCN(CCC)CCC)(C1=CC=C(C=C1)Cl)O (α-Ethyl-α-(4-chlorophenyl)-4-[3-(di-n-propylamino)-propoxy]-benzylalcohol). RXN SMILES: [CH2:1]([C:3]([OH:18])([C:11]1[CH:16]=[CH:15][C:14]([Cl:17])=[CH:13][CH:12]=1)[C:4]1[CH:9]=[CH:8][C:7]([OH:10])=[CH:6][CH:5]=1)[CH3:2].C(=O)([O-])[O-].[K+].[K+].[CH2:25]([N:28]([CH2:32][CH2:33][CH2:34]Cl)[CH2:29][CH2:30][CH3:31])[CH2:26][CH3:27]>S([O-])(O)(=O)=O.C([N+](CCCC)(CCCC)CCCC)CCC.C(OCC)(=O)C>[CH2:1]([C:3]([OH:18])([C:11]1[CH:16]=[CH:15][C:14]([Cl:17])=[CH:13][CH:12]=1)[C:4]1[CH:5]=[CH:6][C:7]([O:10][CH2:27][CH2:26][CH2:25][N:28]([CH2:32][CH2:33][CH3:34])[CH2:29][CH2:30][CH3:31])=[CH:8][CH:9]=1)[CH3:2] |f:1.2.3,5.6|. Procedure details: 13.1 g. of α-ethyl-α-(4-chlorophenyl)-4-hydroxy-benzylalcohol, 14 g. of anhydrous potassium carbonate, 9.8 g. of dipropylaminopropyl chloride and 0.85 g. of tetrabutyl ammonium hydrogensulfate in 135 ml. of ethyl acetate are slightly boiled for 20 hours, under stirring. After cooling the mixture, the solvent is evaporated in vacuo. To the residue water and benzene are added. The phases are separated, the benzene solution is washed with water, dried over anhydrous potassium carbonate, filtered an... Yields the product CC(N)(c1cc([N+](=O)[O-])ccc1F)C1(CO)CC1. RXN SMILES: [CH2:26]1[O:27][CH2:28][CH2:29][CH2:30]1.[ClH:1].[NH2:2][C:3]([CH3:4])([c:5]1[c:6]([F:14])[cH:7][cH:8][c:9]([N+:11](=[O:12])[O-:13])[cH:10]1)[C:15]1([C:18](=[O:19])[OH:20])[CH2:16][CH2:17]1.[Na+:25].[O-:21][C:22]([OH:23])=[O:24]>>[NH2:2][C:3]([CH3:4])([c:5]1[c:6]([F:14])[cH:7][cH:8][c:9]([N+:11](=[O:12])[O-:13])[cH:10]1)[C:15]1([CH2:18][OH:19])[CH2:16][CH2:17]1. The reactants are C1CCOC1, Cl, CC(N)(c1cc([N+](=O)[O-])ccc1F)C1(C(=O)O)CC1, [Na+], O=C([O-])O. Reactants: Cc1cncc2cccc(Br)c12, CC(C)(C)P(C(C)(C)C)C(C)(C)C, CC(C)(C)OC(=O)NC1CCC(N)CC1, CCOC(C)=O, CC(C)(C)[O-], Cc1ccccc1, [Na+], O=C(C=Cc1ccccc1)C=Cc1ccccc1, O=C(C=Cc1ccccc1)C=Cc1ccccc1, O=C(C=Cc1ccccc1)C=Cc1ccccc1, [Pd], [Pd]. Product: Cc1cncc2cccc(NC3CCC(NC(=O)OC(C)(C)C)CC3)c12. Reaction SMILES: [Br:1][c:2]1[c:3]2[c:4]([CH3:12])[cH:5][n:6][cH:7][c:8]2[cH:9][cH:10][cH:11]1.[C:13]([P:14]([C:15]([CH3:16])([CH3:17])[CH3:18])[C:19]([CH3:20])([CH3:21])[CH3:22])([CH3:23])([CH3:24])[CH3:25].[C:26]([CH3:27])([CH3:28])([CH3:29])[O:30][C:31](=[O:32])[NH:33][CH:34]1[CH2:35][CH2:36][CH:37]([NH2:40])[CH2:38][CH2:39]1.[CH3:110][CH2:111][O:112][C:113](=[O:114])[CH3:115].[CH3:41][C:42]([CH3:43])([O-:44])[CH3:45].[CH3:47][c:48]1[cH:49][cH:50][cH:51][cH:52][cH:53]1.[Na+:46].[O:56]=[C:57]([CH:58]=[CH:59][c:60]1[cH:61][cH:62][cH:63][cH:64][cH:65]1)[CH:66]=[CH:67][c:68]1[cH:69][cH:70][cH:71][cH:72][cH:73]1.[O:74]=[C:75]([CH:76]=[CH:77][c:78]1[cH:79][cH:80][cH:81][cH:82][cH:83]1)[CH:84]=[CH:85][c:86]1[cH:87][cH:88][cH:89][cH:90][cH:91]1.[O:92]=[C:93]([CH:94]=[CH:95][c:96]1[cH:97][cH:98][cH:99][cH:100][cH:101]1)[CH:102]=[CH:103][c:104]1[cH:105][cH:106][cH:107][cH:108][cH:109]1.[Pd:54].[Pd:55]>>[c:2]1([NH:40][CH:37]2[CH2:36][CH2:35][CH:34]([NH:33][C:31]([O:30][C:26]([CH3:27])([CH3:28])[CH3:29])=[O:32])[CH2:39][CH2:38]2)[c:3]2[c:4]([CH3:12])[cH:5][n:6][cH:7][c:8]2[cH:9][cH:10][cH:11]1. The reactants are COc1c(OCCCN2CC(C)OC(C)C2)ccc2c1N=C(N)N1CCN=C21, Cc1nc(C)c(C(=O)O)s1, CCOC(C)=O, CCN(C(C)C)C(C)C, CN(C)C=O. Product: COc1c(OCCCN2CC(C)OC(C)C2)ccc2c1N=C(NC(=O)c1sc(C)nc1C)N1CCN=C21. RXN SMILES: [CH3:1][CH:2]1[O:3][CH:4]([CH3:28])[CH2:5][N:6]([CH2:8][CH2:9][CH2:10][O:11][c:12]2[cH:13][cH:14][c:15]3[c:20]([c:21]2[O:22][CH3:23])[N:19]=[C:18]([NH2:24])[N:17]2[C:16]3=[N:27][CH2:26][CH2:25]2)[CH2:7]1.[CH3:29][c:30]1[s:31][c:32]([C:36](=[O:37])[OH:38])[c:33]([CH3:35])[n:34]1.[CH3:48][CH2:49][O:50][C:51]([CH3:52])=[O:53].[CH:39]([N:40]([CH:41]([CH3:42])[CH3:43])[CH2:44][CH3:45])([CH3:46])[CH3:47].[O:54]=[CH:55][N:56]([CH3:57])[CH3:58]>>[CH3:1][CH:2]1[O:3][CH:4]([CH3:28])[CH2:5][N:6]([CH2:8][CH2:9][CH2:10][O:11][c:12]2[cH:13][cH:14][c:15]3[c:20]([c:21]2[O:22][CH3:23])[N:19]=[C:18]([NH:24][C:36]([c:32]2[s:31][c:30]([CH3:29])[n:34][c:33]2[CH3:35])=[O:37])[N:17]2[C:16]3=[N:27][CH2:26][CH2:25]2)[CH2:7]1. Reactants: BrC=1C(=NC=C(C(=O)NC2=CC=C(C=C2)OC(F)(F)F)C1)N(CCO)CC (5-bromo-6-(ethyl(2-hydroxyethyl)amino)-N-(4-(trifluoromethoxy)phenyl)nicotinamide), N1=CN=CC(=C1)B(O)O (pyrimidin-5-ylboronic acid). The product is C(C)N(C1=NC=C(C(=O)NC2=CC=C(C=C2)OC(F)(F)F)C=C1C=1C=NC=NC1)CCO (6-(Ethyl(2-hydroxyethyl)amino)-5-(pyrimidin-5-yl)-N-(4-(trifluoromethoxy)phenyl)nicotinamide). Reaction SMILES: Br[C:2]1[C:3]([N:22]([CH2:26][CH3:27])[CH2:23][CH2:24][OH:25])=[N:4][CH:5]=[C:6]([CH:21]=1)[C:7]([NH:9][C:10]1[CH:15]=[CH:14][C:13]([O:16][C:17]([F:20])([F:19])[F:18])=[CH:12][CH:11]=1)=[O:8].[N:28]1[CH:33]=[C:32](B(O)O)[CH:31]=[N:30][CH:29]=1>>[CH2:26]([N:22]([CH2:23][CH2:24][OH:25])[C:3]1[C:2]([C:32]2[CH:33]=[N:28][CH:29]=[N:30][CH:31]=2)=[CH:21][C:6]([C:7]([NH:9][C:10]2[CH:15]=[CH:14][C:13]([O:16][C:17]([F:20])([F:19])[F:18])=[CH:12][CH:11]=2)=[O:8])=[CH:5][N:4]=1)[CH3:27]. Procedure: The title compound was prepared in an analogous fashion to that described in Example 151 using 5-bromo-6-(ethyl(2-hydroxyethyl)amino)-N-(4-(trifluoromethoxy)phenyl)nicotinamide (Stage 156.1) and pyrimidin-5-ylboronic acid to afford a white solid. UPLC-MS (Condition 3) tR=0.97 min, m/z=448.3 [M+H]+, m/z=446.3 [M−H]−; 1H-NMR (400 MHz, DMSO-d6) δ ppm 0.89 (t, J=6.96 Hz, 3H) 3.11-3.16 (m, 2H) 3.34-3.41 (m, 2H) 3.49 (q, J=5.65 Hz, 2H) 4.62 (t, J=5.27 Hz, 1H) 7.36 (d, J=8.41 Hz, 2H) 7.80-7.90 (m, 2H) ... Product: CC(C=C)CC1=CC=C(C=C1)C (3-methyl-4-(p-tolyl) butene). Reported procedure: was obtained from 0.77 mol of metallic magnesium and 0.59 mol of p-methyl benzyl chloride. To this was added 0.6 mol of an ether solution of methyl ethyl ketone. After thorough reaction, a large excess of water was added to hydrolyze the reaction product. The resulting 3-methyl-4-(p-tolyl)-3-butanol was passed through a reaction tube packed with active alumina at 200° to 300°C. to afford the desired 3-methyl-4-(p-tolyl) butene almost quantitatively. Starting materials: CCOCC (ether), C(C)C(=O)C (methyl ethyl ketone), CC(CC)(CC1=CC=C(C=C1)C)O (3-methyl-4-(p-tolyl)-3-butanol). Solvent: O (water). As a reaction SMILES: CCOCC.C(C(C)=O)C.[CH3:11][C:12](O)([CH2:15][C:16]1[CH:21]=[CH:20][C:19]([CH3:22])=[CH:18][CH:17]=1)[CH2:13][CH3:14]>O>[CH3:11][CH:12]([CH2:15][C:16]1[CH:21]=[CH:20][C:19]([CH3:22])=[CH:18][CH:17]=1)[CH:13]=[CH2:14]. The reactants are FC1=C(C(=C(OCC(=O)OC(C)C)C=C1)C)NCC1=CC(=CC(=C1)O)C1=CC(=CC=C1)F (isopropyl 2-[4-fluoro-3-[[3-(3-fluorophenyl)-5-hydroxy-phenyl]methylamino]-2-methyl-phenoxy]acetate), [OH-].[Na+] (NaOH). Run in CO (MeOH), C1CCOC1 (THF). Run at time 3 hour. Product: FC1=C(C(=C(OCC(=O)O)C=C1)C)NCC1=CC(=CC(=C1)O)C1=CC(=CC=C1)F (2-[4-Fluoro-3-[[3-(3-fluorophenyl)-5-hydroxy-phenyl]methylamino]-2-methyl-phenoxy]acetic acid). Isolated yield 37.6%. Reaction SMILES: [F:1][C:2]1[CH:15]=[CH:14][C:5]([O:6][CH2:7][C:8]([O:10]C(C)C)=[O:9])=[C:4]([CH3:16])[C:3]=1[NH:17][CH2:18][C:19]1[CH:24]=[C:23]([OH:25])[CH:22]=[C:21]([C:26]2[CH:31]=[CH:30][CH:29]=[C:28]([F:32])[CH:27]=2)[CH:20]=1.[OH-].[Na+]>CO.C1COCC1>[F:1][C:2]1[CH:15]=[CH:14][C:5]([O:6][CH2:7][C:8]([OH:10])=[O:9])=[C:4]([CH3:16])[C:3]=1[NH:17][CH2:18][C:19]1[CH:24]=[C:23]([OH:25])[CH:22]=[C:21]([C:26]2[CH:31]=[CH:30][CH:29]=[C:28]([F:32])[CH:27]=2)[CH:20]=1 |f:1.2|. Procedure: To a solution of isopropyl 2-[4-fluoro-3-[[3-(3-fluorophenyl)-5-hydroxy-phenyl]methylamino]-2-methyl-phenoxy]acetate (90 mg, 0.2 mmol, 1 eq) in a mixture of MeOH (3 mL) and THF (3 mL) was added NaOH (1 M aqueous solution, 3 mL, 3 mmol) and the reaction was stirred at room temperature for 3 h. The MeOH and THF were removed under reduced pressure and the aqueous phase was acidified to pH 3-6 by addition of 1M HCl. The aqueous layer was extracted with EtOAc and the combined organic extracts were dr... The reactants are [BH3-]C#N, C=O, CCCCCCC(C)(C)c1ccc(C2=CCCNC2)c(O)c1, CC#N, CC(=O)O, [Na+]. The product is CCCCCCC(C)(C)c1ccc(C2=CCCN(C)C2)c(O)c1. RXN SMILES: [C:28]([BH3-:29])#[N:30].[CH2:26]=[O:27].[CH3:1][C:2]([CH2:3][CH2:4][CH2:5][CH2:6][CH2:7][CH3:8])([CH3:9])[c:10]1[cH:11][c:12]([OH:22])[c:13]([C:16]2=[CH:21][CH2:20][CH2:19][NH:18][CH2:17]2)[cH:14][cH:15]1.[CH3:23][C:24]#[N:25].[CH3:32][C:33](=[O:34])[OH:35].[Na+:31]>>[CH3:1][C:2]([CH2:3][CH2:4][CH2:5][CH2:6][CH2:7][CH3:8])([CH3:9])[c:10]1[cH:11][c:12]([OH:22])[c:13]([C:16]2=[CH:21][CH2:20][CH2:19][N:18]([CH3:23])[CH2:17]2)[cH:14][cH:15]1. Starting materials: FC1=C(C=CC(=C1)I)C(C)O (1-(2-fluoro-4-iodo-phenyl)-ethanol). Reagents/catalysts: [O-2].[O-2].[Mn+4] (manganese dioxide). The solvent is ClCCl (dichloromethane). Yields the product FC1=C(C=CC(=C1)I)C(C)=O (1-(2-fluoro-4-iodo-phenyl)-ethanone). Isolated yield 91.3%. RXN SMILES: [F:1][C:2]1[CH:7]=[C:6]([I:8])[CH:5]=[CH:4][C:3]=1[CH:9]([OH:11])[CH3:10]>ClCCl.[O-2].[O-2].[Mn+4]>[F:1][C:2]1[CH:7]=[C:6]([I:8])[CH:5]=[CH:4][C:3]=1[C:9](=[O:11])[CH3:10] |f:2.3.4|. Procedure: To a solution of 1-(2-fluoro-4-iodo-phenyl)-ethanol (15.50 g, 58.26 mmol) in dichloromethane (250 mL) was added manganese dioxide (101.26 g, 1.17 mole) and the reaction mixture was heated to reflux for 24 hours. The reaction mixture was cooled, filtered through a pad of celite coated with a thin layer of silica gel and concentrated in vacuo to give 1-(2-fluoro-4-iodo-phenyl)-ethanone (14.04 g, 91%). Reactants: CCC1Oc2cc(C(=O)O)ccc2N(C(C)C)C1=O, O=S(Cl)Cl. The product is CCC1Oc2cc(C(=O)Cl)ccc2N(C(C)C)C1=O. As a reaction SMILES: [CH2:1]([CH3:2])[CH:3]1[O:4][c:5]2[c:6]([cH:13][cH:14][c:15]([C:17](=[O:18])[OH:19])[cH:16]2)[N:7]([CH:10]([CH3:11])[CH3:12])[C:8]1=[O:9].[S:20]([Cl:21])([Cl:22])=[O:23]>>[CH2:1]([CH3:2])[CH:3]1[O:4][c:5]2[c:6]([cH:13][cH:14][c:15]([C:17](=[O:19])[Cl:22])[cH:16]2)[N:7]([CH:10]([CH3:11])[CH3:12])[C:8]1=[O:9].